Dataset: the Open Reaction Database (ORD), a public repository of structured organic reaction records. Task: describe an organic reaction: reactants, conditions, products, and yield The reactants are C(=C)C(C1=CC=CC=C1)O (Vinylbenzyl alcohol), ClCCC(=O)Cl (3-chloropropionyl chloride). The product is ClCCC(=O)OC(C1=CC=CC=C1)C=C (vinylbenzyl 3-chloropropionate). RXN SMILES: [CH:1]([CH:3]([OH:10])[C:4]1[CH:9]=[CH:8][CH:7]=[CH:6][CH:5]=1)=[CH2:2].[Cl:11][CH2:12][CH2:13][C:14](Cl)=[O:15]>>[Cl:11][CH2:12][CH2:13][C:14]([O:10][CH:3]([CH:1]=[CH2:2])[C:4]1[CH:9]=[CH:8][CH:7]=[CH:6][CH:5]=1)=[O:15]. Procedure: Vinylbenzyl alcohol is condensed with 3-chloropropionyl chloride by conventional esterification procedures to produce the vinylbenzyl 3-chloropropionate. ##STR24##